Dataset: the Open Reaction Database (ORD), a public repository of structured organic reaction records. Task: describe an organic reaction: reactants, conditions, products, and yield Reactants: P(Cl)(Cl)Cl (Phosphorous trichloride), C(CC(C)(C)C)N[C@@H](CC(=O)O)C(=O)O (N-neohexyl-L-aspartic acid). Product: C(CC(C)(C)C)N[C@H]1CC(=O)OC1=O (N-neohexyl-L-aspartic anhydride). Isolated yield 34.0%. Procedure: Phosphorous trichloride (3.7 ml, 43 mmol) was added, dropwise, to a 10° C. slurry of N-neohexyl-L-aspartic acid (11.6 g, 53.4 mmol) in glacial acetic acid (50 ml). After addition was complete (0.5 hr), the resulting clear solution was stirred at room temperature overnight. The resulting solid precipitate was collected by vacuum filtration, washed with acetic acid and methylene chloride, then dried at 35-40° C. for 3 hours to give 3.62 g (69.8%) of pure N-neohexyl-L-aspartic anhydride. RXN SMILES: P(Cl)(Cl)Cl.[CH2:5]([NH:11][C@H:12]([C:17]([OH:19])=[O:18])[CH2:13][C:14]([OH:16])=O)[CH2:6][C:7]([CH3:10])([CH3:9])[CH3:8]>C(O)(=O)C>[CH2:5]([NH:11][C@@H:12]1[C:17](=[O:18])[O:19][C:14](=[O:16])[CH2:13]1)[CH2:6][C:7]([CH3:8])([CH3:9])[CH3:10]. Run in C(C)(=O)O (acetic acid). Conditions: time 8 hour.